From a dataset of the Open Reaction Database (ORD), a public repository of structured organic reaction records. describe an organic reaction: reactants, conditions, products, and yield Reactants: C(#N)C1=C(CBr)C=CC=C1 (2-cyanobenzyl bromide), OC1=CC=C(C=C1)CC(C)NCCC(C1=CC=CC=C1)C1=CC=CC=C1 (1-(4-hydroxyphenyl)-2-(3,3-diphenylpropylamino)-propane), CS(=O)C (dimethylsulfoxide), [OH-].[Na+] (sodium hydroxide). Run in O (water), O (water). Run at time 20 hour. Yields the product C(#N)C1=C(COC2=CC=C(C=C2)CC(C)NCCC(C2=CC=CC=C2)C2=CC=CC=C2)C=CC=C1 (1-[4-(2-cyanobenzyloxy)-phenyl]-2-(3,3-diphenylpropylamino)-propane). RXN SMILES: [OH:1][C:2]1[CH:7]=[CH:6][C:5]([CH2:8][CH:9]([NH:11][CH2:12][CH2:13][CH:14]([C:21]2[CH:26]=[CH:25][CH:24]=[CH:23][CH:22]=2)[C:15]2[CH:20]=[CH:19][CH:18]=[CH:17][CH:16]=2)[CH3:10])=[CH:4][CH:3]=1.CS(C)=O.[OH-].[Na+].[C:33]([C:35]1[CH:42]=[CH:41][CH:40]=[CH:39][C:36]=1[CH2:37]Br)#[N:34]>O>[C:33]([C:35]1[CH:42]=[CH:41][CH:40]=[CH:39][C:36]=1[CH2:37][O:1][C:2]1[CH:3]=[CH:4][C:5]([CH2:8][CH:9]([NH:11][CH2:12][CH2:13][CH:14]([C:21]2[CH:22]=[CH:23][CH:24]=[CH:25][CH:26]=2)[C:15]2[CH:16]=[CH:17][CH:18]=[CH:19][CH:20]=2)[CH3:10])=[CH:6][CH:7]=1)#[N:34] |f:2.3|. Procedure details: The mixture of 10.0 g 1-(4-hydroxyphenyl)-2-(3,3-diphenylpropylamino)-propane, 50 ml of dimethylsulfoxide and 2.4 g of sodium hydroxide in 10 ml of water is stirred at 60° for a half hour, whereupon 5.9 g of 2-cyanobenzyl bromide are added and the whole is stirred at room temperature for 20 hours. The mixture is diluted with water, extracted with ethyl acetate & the extract dried and evaporated. The residue is dissolved in the minimum amount of isopropanol, the solution neutralized with isopropa... The reactants are C(=O)(O)CCC=1C(=C(NC1)C=O)C (4-(2-Carboxyethyl)-2-formyl-3-methylpyrrole), COC=1C=C2CC(NC2=CC1OC)=O (5,6-dimethoxy-2-oxindole), N1CCCCC1 (piperidine). Run in C(C)O (ethanol). The product is COC=1C=C2C(C(NC2=CC1OC)=O)=CC1=C(C(=CN1)CCC(=O)O)C (3-[5-(5,6-Dimethoxy-2-oxo-1,2-dihydroindol-3-ylidenemethyl)-4-methyl-1H-pyrrol-3-yl]-propionic acid). Isolated yield 58.8%. Reaction SMILES: [C:1]([CH2:4][CH2:5][C:6]1[C:7]([CH3:13])=[C:8]([CH:11]=O)[NH:9][CH:10]=1)([OH:3])=[O:2].[CH3:14][O:15][C:16]1[CH:17]=[C:18]2[C:22](=[CH:23][C:24]=1[O:25][CH3:26])[NH:21][C:20](=[O:27])[CH2:19]2.N1CCCCC1>C(O)C>[CH3:14][O:15][C:16]1[CH:17]=[C:18]2[C:22](=[CH:23][C:24]=1[O:25][CH3:26])[NH:21][C:20](=[O:27])[C:19]2=[CH:11][C:8]1[NH:9][CH:10]=[C:6]([CH2:5][CH2:4][C:1]([OH:3])=[O:2])[C:7]=1[CH3:13]. Procedure details: 4-(2-Carboxyethyl)-2-formyl-3-methylpyrrole (90 mg), 97 mg 5,6-dimethoxy-2-oxindole, and 75 μL piperidine in 2 mL of ethanol were heated at 95° C. for 5 hours. The reaction mixture was cooled and concentrated. The residue was suspended in 6 N aqueous hydrochloric acid. The precipitate was filtered, washed with water to pH 6 and dried in a vacuum oven to give 104 mg (58%) of the title compound as a brown solid. Starting materials: CCOC(=O)C=P(c1ccccc1)(c1ccccc1)c1ccccc1, Cc1ccccc1, O=C1CCOCC1. Product: CCOC(=O)C=C1CCOCC1. RXN SMILES: [C:8](=[O:9])([O:10][CH2:11][CH3:12])[CH:13]=[P:14]([c:15]1[cH:16][cH:17][cH:18][cH:19][cH:20]1)([c:21]1[cH:22][cH:23][cH:24][cH:25][cH:26]1)[c:27]1[cH:28][cH:29][cH:30][cH:31][cH:32]1.[CH3:33][c:34]1[cH:35][cH:36][cH:37][cH:38][cH:39]1.[O:1]1[CH2:2][CH2:3][C:4](=[O:7])[CH2:5][CH2:6]1>>[O:1]1[CH2:2][CH2:3][C:4](=[CH:13][C:8](=[O:9])[O:10][CH2:11][CH3:12])[CH2:5][CH2:6]1. The reactants are CC1(C=2C=CC(=CC2C(CC1)(C)C)C=1N=C(SC1)N1CCC(CC1)N)C (1-[4-(5,5,8,8-tetramethyl-5,6,7,8-tetrahydronaphthalen-2-yl)thiazol-2-yl]piperidin-4-ylamine), C(C)(C)(C)OC(=O)N1[C@@H]([C@H](CC1)O)C(=O)O ((2S,3S)-3-hydroxypyrrolidine-1,2-dicarboxylic acid 1-tert-butyl ester), Cl (HCl). Solvent: O1CCOCC1 (dioxane). Product: CC1(C=2C=CC(=CC2C(CC1)(C)C)C=1N=C(SC1)N1CCC(CC1)NC(=O)[C@H]1NCC[C@@H]1O)C ((2S,3S)-3-hydroxypyrrolidine-2-carboxylic acid {1-[4-(5,5,8,8-tetramethyl-5,6,7,8-tetrahydronaphthalen-2-yl)thiazol-2-yl]piperidin-4-yl}amide). RXN SMILES: [CH3:1][C:2]1([CH3:26])[CH2:11][CH2:10][C:9]([CH3:13])([CH3:12])[C:8]2[CH:7]=[C:6]([C:14]3[N:15]=[C:16]([N:19]4[CH2:24][CH2:23][CH:22]([NH2:25])[CH2:21][CH2:20]4)[S:17][CH:18]=3)[CH:5]=[CH:4][C:3]1=2.C(OC([N:34]1[CH2:38][CH2:37][C@H:36]([OH:39])[C@H:35]1[C:40](O)=[O:41])=O)(C)(C)C.Cl>O1CCOCC1>[CH3:1][C:2]1([CH3:26])[CH2:11][CH2:10][C:9]([CH3:12])([CH3:13])[C:8]2[CH:7]=[C:6]([C:14]3[N:15]=[C:16]([N:19]4[CH2:24][CH2:23][CH:22]([NH:25][C:40]([C@@H:35]5[C@@H:36]([OH:39])[CH2:37][CH2:38][NH:34]5)=[O:41])[CH2:21][CH2:20]4)[S:17][CH:18]=3)[CH:5]=[CH:4][C:3]1=2. Procedure: The preparation was carried out analogously starting from 244 mg (0.50 mmol) of 1-[4-(5,5,8,8-tetramethyl-5,6,7,8-tetrahydronaphthalen-2-yl)thiazol-2-yl]piperidin-4-ylamine and 116 mg (0.50 mmol) of (2S,3S)-3-hydroxypyrrolidine-1,2-dicarboxylic acid 1-tert-butyl ester. The protecting group was cleaved off analogously using HCl in dioxane. The product was purified by means of flash chromatography on silica gel. Starting materials: O=C(O)C(=O)O, COc1ccccc1C(=O)N1CC1, CO, CC(C)=O, O=c1[nH]c2ccccc2n1C1CCNCC1, c1ccccc1. The product is O=C(O)C(=O)O, COc1ccccc1C(=O)NCCN1CCC(n2c(=O)[nH]c3ccccc32)CC1. Reaction SMILES: [C:32]([C:33](=[O:34])[OH:35])(=[O:36])[OH:37].[CH3:1][O:2][c:3]1[c:4]([C:5](=[O:6])[N:7]2[CH2:8][CH2:9]2)[cH:10][cH:11][cH:12][cH:13]1.[CH3:30][OH:31].[CH3:38][C:39](=[O:40])[CH3:41].[NH:14]1[CH2:15][CH2:16][CH:17]([n:20]2[c:21](=[O:29])[nH:22][c:23]3[c:24]2[cH:25][cH:26][cH:27][cH:28]3)[CH2:18][CH2:19]1.[cH:42]1[cH:43][cH:44][cH:45][cH:46][cH:47]1>>[C:32]([C:33](=[O:34])[OH:35])(=[O:36])[OH:37].[CH3:1][O:2][c:3]1[c:4]([C:5](=[O:6])[NH:7][CH2:9][CH2:8][N:14]2[CH2:15][CH2:16][CH:17]([n:20]3[c:21](=[O:29])[nH:22][c:23]4[c:24]3[cH:25][cH:26][cH:27][cH:28]4)[CH2:18][CH2:19]2)[cH:10][cH:11][cH:12][cH:13]1. Reactants: NC1=CC=C(C=C1)OC(COCC(=O)OC1=CC=C(C=C1)N)=O ((4-amino-phenoxycarbonylmethoxy)-acetic acid 4-amino-phenyl ester), O1CCOCC1 (1,4-dioxane), O=C(OC(Cl)(Cl)Cl)Cl (diphosgene), O1CCOCC1 (1,4-dioxane). Reaction conditions: temperature 100 celsius. Yields the product N(=C=O)C1=CC=C(C=C1)OC(COCC(=O)OC1=CC=C(C=C1)N=C=O)=O ((4-Isocyanato-phenoxycarbonylmethoxy)-acetic acid 4-isocyanato-phenyl ester). Reaction SMILES: [NH2:1][C:2]1[CH:7]=[CH:6][C:5]([O:8][C:9](=[O:23])[CH2:10][O:11][CH2:12][C:13]([O:15][C:16]2[CH:21]=[CH:20][C:19]([NH2:22])=[CH:18][CH:17]=2)=[O:14])=[CH:4][CH:3]=1.[O:24]=[C:25](Cl)OC(Cl)(Cl)Cl.[O:32]1CCOC[CH2:33]1>>[N:22]([C:19]1[CH:18]=[CH:17][C:16]([O:15][C:13](=[O:14])[CH2:12][O:11][CH2:10][C:9]([O:8][C:5]2[CH:6]=[CH:7][C:2]([N:1]=[C:33]=[O:32])=[CH:3][CH:4]=2)=[O:23])=[CH:21][CH:20]=1)=[C:25]=[O:24]. Procedure: To a solution of (4-amino-phenoxycarbonylmethoxy)-acetic acid 4-amino-phenyl ester (27) (2 grams, 6.32 mmoles) in dry 1,4-dioxane (32 ml) under nitrogen atmosphere was cooled to 10° C. and added a solution of diphosgene (4 grams, 13.47 mmoles) in 1,4-dioxane (8 ml) in one lot and heated to a temperature of 100° C. for 2 hours. The condenser was then arranged for distillation and solvent removed by distillation at atmospheric pressure until the volume of the reaction mixture was reduced to approx... Starting materials: Oc1nc2c(Cl)nc3ccccc3c2n1Cc1ccccc1, CO, N. Yields the product Nc1nc2ccccc2c2c1nc(O)n2Cc1ccccc1. Reaction SMILES: [CH2:1]([c:2]1[cH:3][cH:4][cH:5][cH:6][cH:7]1)[n:8]1[c:9]([OH:22])[n:10][c:11]2[c:12]([Cl:21])[n:13][c:14]3[cH:15][cH:16][cH:17][cH:18][c:19]3[c:20]12.[CH3:24][OH:25].[NH3:23]>>[CH2:1]([c:2]1[cH:3][cH:4][cH:5][cH:6][cH:7]1)[n:8]1[c:9]([OH:22])[n:10][c:11]2[c:12]([NH2:23])[n:13][c:14]3[cH:15][cH:16][cH:17][cH:18][c:19]3[c:20]12.